Dataset: the Open Reaction Database (ORD), a public repository of structured organic reaction records. Task: describe an organic reaction: reactants, conditions, products, and yield Reactants: C(CC)S(=O)C1=CC(=C(N)C=C1)[N+](=O)[O-] (4-(1-propylsulfinyl)-2-nitroaniline), S(=O)([O-])S(=O)[O-].[Na+].[Na+] (sodium hydrosulfite), alcohol. Solvent: C(C)O (ethanol), O (water), N (NH3). The product is C(CC)S(=O)C1=CC(=C(C=C1)N)N (4-(1-propylsulfinyl)-1,2-diaminobenzene). Yield: 59.8%. As a reaction SMILES: [CH2:1]([S:4]([C:6]1[CH:12]=[CH:11][C:9]([NH2:10])=[C:8]([N+:13]([O-])=O)[CH:7]=1)=[O:5])[CH2:2][CH3:3].S(S([O-])=O)([O-])=O.[Na+].[Na+]>C(O)C.O.N>[CH2:1]([S:4]([C:6]1[CH:12]=[CH:11][C:9]([NH2:10])=[C:8]([NH2:13])[CH:7]=1)=[O:5])[CH2:2][CH3:3] |f:1.2.3|. Procedure details: To a solution of 6.84 g (0.03 mol) of 4-(1-propylsulfinyl)-2-nitroaniline in 100 ml ethanol is added 18.02 g (0.103 mol) sodium hydrosulfite in 100 ml water and 22 mg concentrated aqueous NH3. The resulting solution is heated to reflux for 1 hour, cooled, alcohol stripped and the aqueous layer extracted with CH2Cl2. The organics are combined, dried, filtered and evaporated in vacuo to yield 3.56 g of 4-(1-propylsulfinyl)-1,2-diaminobenzene in the form of an oil, 60% yield. The reactants are COC(=O)C(C)c1cccc(C(=O)c2ccccc2)c1, CO, [Na+], [OH-]. The product is CC(C(=O)O)c1cccc(C(=O)c2ccccc2)c1. Reaction SMILES: [CH3:1][O:2][C:3]([CH:4]([CH3:5])[c:6]1[cH:7][c:8]([C:12]([c:13]2[cH:14][cH:15][cH:16][cH:17][cH:18]2)=[O:19])[cH:9][cH:10][cH:11]1)=[O:20].[CH3:23][OH:24].[Na+:22].[OH-:21]>>[O:2]=[C:3]([CH:4]([CH3:5])[c:6]1[cH:7][c:8]([C:12]([c:13]2[cH:14][cH:15][cH:16][cH:17][cH:18]2)=[O:19])[cH:9][cH:10][cH:11]1)[OH:20]. The reactants are [H-].[Al+3].[Li+].[H-].[H-].[H-] (lithium aluminium hydride), C(C1=CC=CC=C1)OC=1C=C([C@H](C[N+](=O)[O-])C2C(CCCC2)=O)C=CC1 (rac-(2S*)-2-[(R*)-3-(benzyloxy)-α-(nitromethyl)benzyl]cyclohexanone), C(C)O (ethanol), O1CCCC1.O (tetrahydrofuran water). The solvent is O1CCCC1 (tetrahydrofuran), O1CCCC1 (tetrahydrofuran). Reaction conditions: time 8 hour. Product: NC[C@@H](C1=CC(=CC=C1)OCC1=CC=CC=C1)[C@@H]1[C@@H](CCCC1)O (rac-(1S*)-cis-2-[(R*)-α-(aminomethyl)-3-(benzyloxy)benzyl]cyclohexanol). As a reaction SMILES: [CH2:1]([O:8][C:9]1[CH:10]=[C:11]([CH:24]=[CH:25][CH:26]=1)[C@@H:12]([CH:17]1[CH2:22][CH2:21][CH2:20][CH2:19][C:18]1=[O:23])[CH2:13][N+:14]([O-])=O)[C:2]1[CH:7]=[CH:6][CH:5]=[CH:4][CH:3]=1.[H-].[Al+3].[Li+].[H-].[H-].[H-].C(O)C.O1CCCC1.O>O1CCCC1>[NH2:14][CH2:13][C@H:12]([C@H:17]1[CH2:22][CH2:21][CH2:20][CH2:19][C@H:18]1[OH:23])[C:11]1[CH:24]=[CH:25][CH:26]=[C:9]([O:8][CH2:1][C:2]2[CH:3]=[CH:4][CH:5]=[CH:6][CH:7]=2)[CH:10]=1 |f:1.2.3.4.5.6,8.9|. Procedure: A solution of 106.6 g (0.3 mol) of rac-(2S*)-2-[(R*)-3-(benzyloxy)-α-(nitromethyl)benzyl]cyclohexanone in 500 ml of dry tetrahydrofuran is added drowpise while stirring within about 3 hours to a suspension of 28.6 g (0.75 mol) of lithium aluminium hydride in 500 ml of dry tetrahydrofuran under argon so that the temperature does not exceed 55°. The reaction mixture is stirred at 50° overnight, treated, after cooling, with 40 ml of ethanol and subsequently with 200 ml of tetrahydrofuran/water (1:1... The reactants are [BH3-]C#N, CO, CC(=O)COC(c1cccc(Cl)c1)C1CCCN(C(=O)NC(CC2CCCCC2)CN(C)C(=O)OCC[Si](C)(C)C)C1, [Na+]. Yields the product CC(N)COC(c1cccc(Cl)c1)C1CCCN(C(=O)NC(CC2CCCCC2)CN(C)C(=O)OCC[Si](C)(C)C)C1. As a reaction SMILES: [C:43](#[N:44])[BH3-:45].[CH3:47][OH:48].[Cl:1][c:2]1[cH:3][c:4]([CH:8]([CH:9]2[CH2:10][N:11]([C:15](=[O:16])[NH:17][CH:18]([CH2:19][N:20]([C:21]([O:22][CH2:23][CH2:24][Si:25]([CH3:26])([CH3:27])[CH3:28])=[O:29])[CH3:30])[CH2:31][CH:32]3[CH2:33][CH2:34][CH2:35][CH2:36][CH2:37]3)[CH2:12][CH2:13][CH2:14]2)[O:38][CH2:39][C:40]([CH3:41])=[O:42])[cH:5][cH:6][cH:7]1.[Na+:46]>>[Cl:1][c:2]1[cH:3][c:4]([CH:8]([CH:9]2[CH2:10][N:11]([C:15](=[O:16])[NH:17][CH:18]([CH2:19][N:20]([C:21]([O:22][CH2:23][CH2:24][Si:25]([CH3:26])([CH3:27])[CH3:28])=[O:29])[CH3:30])[CH2:31][CH:32]3[CH2:33][CH2:34][CH2:35][CH2:36][CH2:37]3)[CH2:12][CH2:13][CH2:14]2)[O:38][CH2:39][CH:40]([CH3:41])[NH2:44])[cH:5][cH:6][cH:7]1.